Dataset: the Open Reaction Database (ORD), a public repository of structured organic reaction records. Task: describe an organic reaction: reactants, conditions, products, and yield Reported procedure: A mixture of 2-aminophenol (5.457 g) and diethyl ethoxymethylenemalonate (10.81 g) is heated to 130° C. for 2 h with removal of ethanol by a Dean-Stark trap. The reaction is cooled to room temperature. Diphenyl ether (50 mL) is added and the mixture is heated to 240° C. for 90 min with removal of ethanol by a Dean-Stark trap. The solution is cooled to room temperature and the resulting solid is collected and washed with hexanes. The crude solid is recrystallized from acetone to yield 0.650 g of ... The solvent is C(C)O (ethanol), C(C)O (ethanol). RXN SMILES: [NH2:1][C:2]1[CH:7]=[CH:6][CH:5]=[CH:4][C:3]=1[OH:8].C([O:11][CH:12]=[C:13]([C:19](OCC)=O)[C:14]([O:16][CH2:17][CH3:18])=[O:15])C.C1(OC2C=CC=CC=2)C=CC=CC=1>C(O)C>[OH:11][C:12]1[C:7]2[C:2](=[C:3]([OH:8])[CH:4]=[CH:5][CH:6]=2)[N:1]=[CH:19][C:13]=1[C:14]([O:16][CH2:17][CH3:18])=[O:15]. Starting materials: NC1=C(C=CC=C1)O (2-aminophenol), C(C)OC=C(C(=O)OCC)C(=O)OCC (diethyl ethoxymethylenemalonate), C1(=CC=CC=C1)OC1=CC=CC=C1 (Diphenyl ether). Yields the product OC1=C(C=NC2=C(C=CC=C12)O)C(=O)OCC (ethyl 4,8-dihydroxyquinoline-3-carboxylate). Yield: 5.6%. Starting materials: CCOC(=O)C(C)Br, CN(c1ccc(O)cc1)c1nc(Cl)c2cc(Cl)ccc2n1. Product: CCOC(=O)C(C)Oc1ccc(N(C)c2nc(Cl)c3cc(Cl)ccc3n2)cc1. As a reaction SMILES: [Br:22][CH:23]([C:24](=[O:25])[O:26][CH2:27][CH3:28])[CH3:29].[Cl:1][c:2]1[n:3][c:4]([N:13]([CH3:14])[c:15]2[cH:16][cH:17][c:18]([OH:21])[cH:19][cH:20]2)[n:5][c:6]2[cH:7][cH:8][c:9]([Cl:12])[cH:10][c:11]12>>[Cl:1][c:2]1[n:3][c:4]([N:13]([CH3:14])[c:15]2[cH:16][cH:17][c:18]([O:21][CH:23]([C:24](=[O:25])[O:26][CH2:27][CH3:28])[CH3:29])[cH:19][cH:20]2)[n:5][c:6]2[cH:7][cH:8][c:9]([Cl:12])[cH:10][c:11]12. The reactants are CCOC(=O)c1cc2cc(OCCN3CCC(C(F)(F)F)CC3)ccc2o1, C1CCOC1, [Li+], [OH-], O. Yields the product O=C(O)c1cc2cc(OCCN3CCC(C(F)(F)F)CC3)ccc2o1. As a reaction SMILES: [CH2:1]([CH3:2])[O:3][C:4](=[O:5])[c:6]1[o:7][c:8]2[c:9]([cH:10]1)[cH:11][c:12]([O:15][CH2:16][CH2:17][N:18]1[CH2:19][CH2:20][CH:21]([C:24]([F:25])([F:26])[F:27])[CH2:22][CH2:23]1)[cH:13][cH:14]2.[CH2:30]1[O:31][CH2:32][CH2:33][CH2:34]1.[Li+:28].[OH-:29].[OH2:35]>>[O:3]=[C:4]([OH:5])[c:6]1[o:7][c:8]2[c:9]([cH:10]1)[cH:11][c:12]([O:15][CH2:16][CH2:17][N:18]1[CH2:19][CH2:20][CH:21]([C:24]([F:25])([F:26])[F:27])[CH2:22][CH2:23]1)[cH:13][cH:14]2. Starting materials: ClC1=NC(=NC(=C1)C(F)(F)F)C1=NC=CC=C1 (4-chloro-2-(2-pyridinyl)-6-(trifluoromethyl)pyrimidine), C(C)C=1C=C(N)C=CC1 (3-ethylaniline). The product is C(C)C=1C=C(NC2=NC(=NC(=C2)C(F)(F)F)C2=NC=CC=C2)C=CC1 (4-(3-Ethylanilino)-2-(2-pyridinyl)-6-(trifluoromethyl)pyrimidine), oil. The yield is 36.0%. Reaction SMILES: Cl[C:2]1[CH:7]=[C:6]([C:8]([F:11])([F:10])[F:9])[N:5]=[C:4]([C:12]2[CH:17]=[CH:16][CH:15]=[CH:14][N:13]=2)[N:3]=1.[CH2:18]([C:20]1[CH:21]=[C:22]([CH:24]=[CH:25][CH:26]=1)[NH2:23])[CH3:19]>>[CH2:18]([C:20]1[CH:21]=[C:22]([CH:24]=[CH:25][CH:26]=1)[NH:23][C:2]1[CH:7]=[C:6]([C:8]([F:11])([F:10])[F:9])[N:5]=[C:4]([C:12]2[CH:17]=[CH:16][CH:15]=[CH:14][N:13]=2)[N:3]=1)[CH3:19]. Procedure details: The title compound was prepared from a mixture of 4-chloro-2-(2-pyridinyl)-6-(trifluoromethyl)pyrimidine (25 mg, 0.096 mmol) and 3-ethylaniline (18 μl, 0.144 mmol) similar to Example 92 and isolated as a yellow oil (12 mg, 36%). 1H NMR (CDCl3): 8.84–8.82 (m, 1H), 8.57–8.54 (m, 1H), 7.89–7.84 (m, 1H), 7.72 (s, 1H), 7.44–7.40 (m, 1H), 7.34 (d, J=8.7 Hz, 1H), 7.14–7.11 (m, 3H), 7.01 (s, 1H), 2.69 (q, J=7.8 Hz, 2H), 1.27 (t, J=7.8 Hz, 3H). The reactants are CN(C1=CC=C(C=C1)C1=CC=NC=C1)C (N,N-dimethyl-4-(pyridine-4-yl)aniline), CI (methyl iodide). Solvent: C(C)#N (acetonitrile). The product is [I-].CN(C1=CC=C(C=C1)C1=CC=[N+](C=C1)C)C (4-(4-(dimethylamino)phenyl)-1-methylpyridinium iodide). As a reaction SMILES: [CH3:1][N:2]([CH3:15])[C:3]1[CH:8]=[CH:7][C:6]([C:9]2[CH:14]=[CH:13][N:12]=[CH:11][CH:10]=2)=[CH:5][CH:4]=1.[CH3:16][I:17]>C(#N)C>[I-:17].[CH3:1][N:2]([CH3:15])[C:3]1[CH:4]=[CH:5][C:6]([C:9]2[CH:10]=[CH:11][N+:12]([CH3:16])=[CH:13][CH:14]=2)=[CH:7][CH:8]=1 |f:3.4|. Procedure: N,N-dimethyl-4-(pyridine-4-yl)aniline (0.15 g, 7.6 mmols) was dissolved in acetonitrile (50 ml) and methyl iodide (4 ml) was added. The mixture was heated at reflux for 4 hrs then cooled to ambient temperature. IDT307 (0.17 g, 5 mmols) crystallized upon standing and was removed via filtration. 1H NMR (DMSO-d6) δ 3.40 (s, 6H), 4.25 (s, 3H), 6.92 (d, 2H), 8.06 (d, 2H), 8.38 (d, 2H), 8.80 (d, 2H).